The task is: describe an organic reaction: reactants, conditions, products, and yield. This data is from the Open Reaction Database (ORD), a public repository of structured organic reaction records. Procedure: In a three-neck round-bottom flask containing a 0° C. solution of LiAlH4 (2M in THF) (26.0 mL, 52.0 mmol) was added iodine (6.60 g, 26.0 mmol) in THF (20 mL) dropwise under N2. After addition, the mixture was stirred for 30 min at 0° C. N-(3-chloro-4-cyanophenyl)methanesulfonamide (4 g, 17.34 mmol) in THF (20 mL) was then added dropwise. After addition, the reaction mixture was warmed to room temperature and stirred for 1 h, during which time precipitate crashed out of the solution. The reaction... Run in C1CCOC1 (THF), C1CCOC1 (THF). Yields the product NCC1=C(C=C(C=C1)NS(=O)(=O)C)Cl (N-[4-(aminomethyl)-3-chlorophenyl]methanesulfonamide). The yield is 103.2%. RXN SMILES: [H-].[H-].[H-].[H-].[Li+].[Al+3].II.N#N.[Cl:11][C:12]1[CH:13]=[C:14]([NH:20][S:21]([CH3:24])(=[O:23])=[O:22])[CH:15]=[CH:16][C:17]=1[C:18]#[N:19]>C1COCC1>[NH2:19][CH2:18][C:17]1[CH:16]=[CH:15][C:14]([NH:20][S:21]([CH3:24])(=[O:23])=[O:22])=[CH:13][C:12]=1[Cl:11] |f:0.1.2.3.4.5|. Conditions: temperature 0 celsius, time 30 minute. The reactants are II (iodine), N#N (N2), ClC=1C=C(C=CC1C#N)NS(=O)(=O)C (N-(3-chloro-4-cyanophenyl)methanesulfonamide), [H-].[H-].[H-].[H-].[Li+].[Al+3] (LiAlH4). Reactants: C(C)(C)(C)OC(NC=1O[C@@H]2C[C@@H]2[C@@](N1)(C(F)F)C1=C(C=CC(=C1)N)F)=O (tert-butyl((1R,5S,6R)-5-(5-amino-2-fluorophenyl)-5-(difluoromethyl)-2-oxa-4-azabicyclo[4.1.0]hept-3-en-3-yl)carbamate), ClC=1C=CC(=NC1)C=O (5-chloropicolinaldehyde), CC(=O)O (HOAc), C(C)(=O)O[BH-](OC(C)=O)OC(C)=O.[Na+] (sodium triacetoxyborohydride), FC(C(=O)O)(F)F (Trifluoroacetic acid), [OH-].[Na+] (NaOH). Solvent: ClCCCl (DCE), CCOC(=O)C (EtOAc), O (water). Run at time 1.5 hour. Product: ClC=1C=CC(=NC1)CNC=1C=CC(=C(C1)[C@]1(N=C(O[C@@H]2C[C@H]12)N)C(F)F)F ((1R,5S,6R)-5-(5-(((5-chloropyridin-2-yl)methyl)amino)-2-fluorophenyl)-5-(difluoromethyl)-2-oxa-4-azabicyclo[4.1.0]hept-3-en-3-amine). Isolated yield 83.0%. Reaction SMILES: C(OC(=O)[NH:7][C:8]1[O:9][C@H:10]2[C@@H:12]([C@:13]([C:18]3[CH:23]=[C:22]([NH2:24])[CH:21]=[CH:20][C:19]=3[F:25])([CH:15]([F:17])[F:16])[N:14]=1)[CH2:11]2)(C)(C)C.[Cl:27][C:28]1[CH:29]=[CH:30][C:31]([CH:34]=O)=[N:32][CH:33]=1.CC(O)=O.C(O[BH-](OC(=O)C)OC(=O)C)(=O)C.[Na+].FC(F)(F)C(O)=O.[OH-].[Na+]>ClCCCl.CCOC(C)=O.O>[Cl:27][C:28]1[CH:29]=[CH:30][C:31]([CH2:34][NH:24][C:22]2[CH:21]=[CH:20][C:19]([F:25])=[C:18]([C@:13]3([CH:15]([F:16])[F:17])[C@@H:12]4[C@@H:10]([CH2:11]4)[O:9][C:8]([NH2:7])=[N:14]3)[CH:23]=2)=[N:32][CH:33]=1 |f:3.4,6.7|. Reported procedure: To a solution of tert-butyl((1R,5S,6R)-5-(5-amino-2-fluorophenyl)-5-(difluoromethyl)-2-oxa-4-azabicyclo[4.1.0]hept-3-en-3-yl)carbamate (16i-B, 0.072 g, 0.194 mmol) and 5-chloropicolinaldehyde (0.028 g, 0.198 mmol) in DCE (1 mL) at RT was added HOAc (0.011 ml, 0.194 mmol) and sodium triacetoxyborohydride (0.050 g, 0.236 mmol). The reaction mixture was stirred at RT for 1.5 h. Trifluoroacetic acid (2.0 ml, 26.9 mmol) was added and after 15 min, and the reaction mixture was diluted with EtOAc and w... Starting materials: BrCCCCOC=1C=C2C=CN(C2=CC1)C1=CC=C(C=C1)F (5-(4-Bromo-butoxy)-1-(4-fluoro-phenyl)-1H-indole), C(C=C)CN (N-allylmethylamine), CN(C)C=O (DMF). Run at temperature 60 celsius. Yields the product C(C=C)N(C)CCCCOC=1C=C2C=CN(C2=CC1)C1=CC=C(C=C1)F (Allyl-{4-[1-(4-fluoro-phenyl)-1H-indol-5-yloxy]-butyl}-methyl-amine). The yield is 77.0%. Reaction SMILES: Br[CH2:2][CH2:3][CH2:4][CH2:5][O:6][C:7]1[CH:8]=[C:9]2[C:13](=[CH:14][CH:15]=1)[N:12]([C:16]1[CH:21]=[CH:20][C:19]([F:22])=[CH:18][CH:17]=1)[CH:11]=[CH:10]2.[CH2:23]([CH2:26][NH2:27])[CH:24]=C.[CH3:28]N(C=O)C>>[CH2:26]([N:27]([CH2:2][CH2:3][CH2:4][CH2:5][O:6][C:7]1[CH:8]=[C:9]2[C:13](=[CH:14][CH:15]=1)[N:12]([C:16]1[CH:21]=[CH:20][C:19]([F:22])=[CH:18][CH:17]=1)[CH:11]=[CH:10]2)[CH3:28])[CH:23]=[CH2:24]. Reported procedure: To 160 mg (0.44 mmol) 5-(4-Bromo-butoxy)-1-(4-fluoro-phenyl)-1H-indole in 2 ml DMF were added 0.5 ml (5.2 mmol) N-allylmethylamine and the solution was heated to 60° C. for 30 min. After concentration in vacuo, the residue was dissolved in water and ether. 2M NaOH was added, and the inorganic phase was extracted with ether, the combined organic phases were washed with water and dried over Na2SO4. Column chromatography on silica gel with CH2Cl2/MeOH 9:1 yielded 120 mg (77%) Allyl-{4-[1-(4-fluoro-...